This data is from the Open Reaction Database (ORD), a public repository of structured organic reaction records. The task is: describe an organic reaction: reactants, conditions, products, and yield The reactants are CC=1OC(=C(N1)C)C1=CC=C(C=C1)NC(=S)N ([4-(2,4-dimethyl-oxazol-5-yl)-phenyl]-thiourea), BrC1C(C(CCC1)C1=CC=CC=C1)=O (2-bromo-6-phenyl-cyclohexanone). Solvent: C(C)O (ethanol). Product: CC=1OC(=C(N1)C)C1=CC=C(C=C1)NC=1SC2=C(N1)C(CCC2)C2=CC=CC=C2 ([4-(2,4-Dimethyl-oxazol-5-yl)-phenyl]-(4-phenyl-4,5,6,7-tetrahydro-benzothiazol-2-yl)-amine). The yield is 84.7%. Reaction SMILES: [CH3:1][C:2]1[O:3][C:4]([C:8]2[CH:13]=[CH:12][C:11]([NH:14][C:15]([NH2:17])=[S:16])=[CH:10][CH:9]=2)=[C:5]([CH3:7])[N:6]=1.Br[CH:19]1[CH2:24][CH2:23][CH2:22][CH:21]([C:25]2[CH:30]=[CH:29][CH:28]=[CH:27][CH:26]=2)[C:20]1=O>C(O)C>[CH3:1][C:2]1[O:3][C:4]([C:8]2[CH:13]=[CH:12][C:11]([NH:14][C:15]3[S:16][C:27]4[CH2:28][CH2:29][CH2:30][CH:25]([C:21]5[CH:22]=[CH:23][CH:24]=[CH:19][CH:20]=5)[C:26]=4[N:17]=3)=[CH:10][CH:9]=2)=[C:5]([CH3:7])[N:6]=1. Reported procedure: A solution of [4-(2,4-dimethyl-oxazol-5-yl)-phenyl]-thiourea (124 mg, 0.50 mmol) and 2-bromo-6-phenyl-cyclohexanone (139 mg, 0.55 mmol) in ethanol (5 ml) was heated to reflux over night. The precipitated solid was filtered off after cooling to room temperature and dried to yield the title compound (170 mg, 85%) as a light brown solid. MS ISP (m/e): 402.2 (100) [(M+H)+]. 1H NMR (DMSO-D6, 300 MHz): δ (ppm)=10.37 (br s, 1H, NH), 7.53 (d, 2H), 7.42 (d, 2H), 7.30 (t, 2H), 7.20 (t, 1H), 7.12 (d, 1H), ... Starting materials: C(#C)C=1C=C(C=CC1)O (m-ethynylphenol), [OH-].[Na+] (NaOH), N1=C(Cl)N=C(Cl)N=C1Cl (cyanuric chloride). Solvent: CC(=O)C (acetone). Product: C(#C)C=1C=C(OC2=NC(=NC(=N2)Cl)OC2=CC(=CC=C2)C#C)C=CC1 (bis-(m-ethynylphenoxy)-chloro-1,3,5-triazine). Yield: 95.8%. As a reaction SMILES: [C:1]([C:3]1[CH:4]=[C:5]([OH:9])[CH:6]=[CH:7][CH:8]=1)#[CH:2].[OH-:10].[Na+].[N:12]1[C:19](Cl)=[N:18][C:16]([Cl:17])=[N:15][C:13]=1Cl>CC(C)=O>[C:1]([C:3]1[CH:4]=[C:5]([CH:6]=[CH:7][CH:8]=1)[O:9][C:13]1[N:15]=[C:16]([Cl:17])[N:18]=[C:19]([O:10][C:7]2[CH:6]=[CH:5][CH:4]=[C:3]([C:1]#[CH:2])[CH:8]=2)[N:12]=1)#[CH:2] |f:1.2|. Procedure details: The bis-(m-ethynylphenoxy)-chloro-1,3,5-triazine is prepared by first adding m-ethynylphenol (11.4 g, 0.097 mole) in 20 ml of a 5 N NaOH dropwise to a stirred solution of cyanuric chloride (9.22 g, 0.05 mole) in 50 ml of acetone with stirring at 15°-18° C. After stirring for one hour at this temperature, the resulting mixture is filtered to remove a white solid which is washed with water and dried in vacuum overnight at 35° C. The yield of the product is 16.14 g (yield of 95.8%). The product has... The reactants are ClC1=C(C=CC(=C1)SC)C1=C(C(C(O1)(C)C)=O)C1=CC=CC=C1 (5-{2-chloro-4-(methylthio)phenyl}-2,2-dimethyl-4-phenyl-3(2H)-furanone), CO.C1CCOC1.O (methanol THF water), OOS(=O)[O-].[K+] (OXONE). Reaction conditions: time 6 hour. Product: ClC1=C(C=CC(=C1)S(=O)(=O)C)C1=C(C(C(O1)(C)C)=O)C1=CC=CC=C1 (5-{2-chloro-4-(methylsulfonyl)phenyl}-2,2-dimethyl-4-phenyl-3(2H)-furanone). As a reaction SMILES: [Cl:1][C:2]1[CH:7]=[C:6](SC)[CH:5]=[CH:4][C:3]=1[C:10]1[O:14][C:13]([CH3:16])([CH3:15])[C:12](=[O:17])[C:11]=1[C:18]1[CH:23]=[CH:22][CH:21]=[CH:20][CH:19]=1.O[O:25][S:26]([O-:28])=O.[K+].CO.[CH2:32]1COCC1.O>>[Cl:1][C:2]1[CH:7]=[C:6]([S:26]([CH3:32])(=[O:28])=[O:25])[CH:5]=[CH:4][C:3]=1[C:10]1[O:14][C:13]([CH3:16])([CH3:15])[C:12](=[O:17])[C:11]=1[C:18]1[CH:19]=[CH:20][CH:21]=[CH:22][CH:23]=1 |f:1.2,3.4.5|. Procedure details: 350 mg of 5-{2-chloro-4-(methylthio)phenyl}-2,2-dimethyl-4-phenyl-3(2H)-furanone (Example 387) was dissolved in 75 ml of 1:1:1 methanol/THF/water, to which was added 1.0 g of OXONE. The reaction mixture was stirred at room temperature for 6 hours. The reaction mixture was concentrated in vacuo and the resulting residue was extracted with 25 ml water and ethylacetate (50 ml×3). The organic layer was concentrated in vacuo and was purified by column chromatography (hexane/ethylacetate=3:1) to give ... Starting materials: S1C=C(C=C1)CCNC=O (3-thienylethyl formamide), [H-].[Al+3].[Li+].[H-].[H-].[H-] (lithium aluminium hydride), C(C)OCC (diethylether), C(C)OCC (diethylether), [OH-].[Na+] (sodium hydroxide), O (water), O (water). Conditions: time 0.5 hour. Yields the product CC=1SC=CC1CCN (methyl thiophene-3-ethylamine). Reaction SMILES: [S:1]1[CH:5]=[CH:4][C:3]([CH2:6][CH2:7][NH:8]C=O)=[CH:2]1.[H-].[Al+3].[Li+].[H-].[H-].[H-].O.[OH-].[Na+].[CH2:20](OCC)C>>[CH3:20][C:2]1[S:1][CH:5]=[CH:4][C:3]=1[CH2:6][CH2:7][NH2:8] |f:1.2.3.4.5.6,8.9|. Reported procedure: A solution of 3-thienylethyl formamide (62.0 g) in dry diethylether (100 ml) was added dropwise over 1 hour to a stirred suspension of lithium aluminium hydride (19.0 g) in diethylether (500 ml) at room temperature under nitrogen. After 2 hours at reflux temperature the mixture was allowed to cool and the following were added, water (19 ml), 2M sodium hydroxide (38 ml) and water (57 ml). After vigorous stirring for 0.5 hours the suspension was filtered and the filtrate evaporated. The liquid res... Starting materials: [N+](=O)([O-])C1=C(CO)C=CC=C1 (o-nitrobenzyl alcohol), O (water). The reagents and catalysts are Br(=O)(=O)O (bromic acid). Run in C(C)(=O)O (acetic acid). The product is [N+](=O)([O-])C1=C(C=O)C=CC=C1 (o-nitrobenzaldehyde). As a reaction SMILES: [N+:1]([C:4]1[CH:11]=[CH:10][CH:9]=[CH:8][C:5]=1[CH2:6][OH:7])([O-:3])=[O:2].O>Br(O)(=O)=O.C(O)(=O)C>[N+:1]([C:4]1[CH:11]=[CH:10][CH:9]=[CH:8][C:5]=1[CH:6]=[O:7])([O-:3])=[O:2]. Procedure: In the same manner as in Example 3, the operation was conducted, except that 0.61 g (4 mmols) of o-nitrobenzyl alcohol was used in place of m-methoxybenzyl alcohol and 2 ml of water and one drop of 47% bromic acid were used in place of 2 ml of acetic acid. With respect to the components in the reaction solution, the intended o-nitrobenzaldehyde was produced in an area ratio, as determined by gas chromatography, of 75.2% and 24.2% of o-nitrobenzyl alcohol as a raw material was remained.